describe an organic reaction: reactants, conditions, products, and yield From a dataset of the Open Reaction Database (ORD), a public repository of structured organic reaction records. Starting materials: N1N=CC=C1 (pyrazole), [OH-].[K+] (KOH), CI (methyl iodide), ClC1=C(C(=O)O)C=C(C(=C1)F)C1=NN(C(=C1Cl)OC(F)F)C (2-chloro-5-(4-chloro-5-difluoromethoxy-1-methyl-1H-pyrazol-3-yl)-4-fluorobenzoic acid). Solvent: CC(=O)C (acetone). The product is ClC1=C(C(=O)OC)C=C(C(=C1)F)C1=NN(C(=C1Cl)OC(F)F)C (methyl 2-chloro-5-(4-chloro-5-difluoromethoxy-1-methyl-1H-pyrazol-3-yl)-4-fluorobenzoate). Yield: 48.0%. As a reaction SMILES: [OH-].[K+].CI.[Cl:5][C:6]1[CH:14]=[C:13]([F:15])[C:12]([C:16]2[C:20]([Cl:21])=[C:19]([O:22][CH:23]([F:25])[F:24])[N:18]([CH3:26])[N:17]=2)=[CH:11][C:7]=1[C:8]([OH:10])=[O:9].N1C=C[CH:29]=N1>CC(C)=O>[Cl:5][C:6]1[CH:14]=[C:13]([F:15])[C:12]([C:16]2[C:20]([Cl:21])=[C:19]([O:22][CH:23]([F:24])[F:25])[N:18]([CH3:26])[N:17]=2)=[CH:11][C:7]=1[C:8]([O:10][CH3:29])=[O:9] |f:0.1|. Procedure details: A KOH powder (0.1 g, 1.8 mmoles) and methyl iodide (0.26 g, 1.8 mmols) were added to a solution of 2-chloro-5-(4-chloro-5-difluoromethoxy-1-methyl-1H-pyrazol-3-yl)-4-fluorobenzoic acid (0.30 g, 0.8 moles) in 20 ml acetone and reacted with this pyrazole derivative under reflux 3 hours. Then the extraction with ethylacetate, washing with water, dehydration, and concentration of the extract solution, and purification of the residue by column chromatography gave the title compound (0.15 g), yield 48... Starting materials: O=C([O-])[O-], CS(C)=O, CC#N, Clc1ncccn1, [Cs+], [Cs+], O=C(c1csc(C2CCNCC2)c1)N1CCCC2CCCCC21. Product: O=C(c1csc(C2CCN(c3ncccn3)CC2)c1)N1CCCC2CCCCC21. As a reaction SMILES: [C:28](=[O:29])([O-:30])[O-:31].[CH3:24][S:25]([CH3:26])=[O:27].[CH3:41][C:42]#[N:43].[Cl:34][c:35]1[n:36][cH:37][cH:38][cH:39][n:40]1.[Cs+:32].[Cs+:33].[N:1]1([C:11](=[O:12])[c:13]2[cH:14][s:15][c:16]([CH:18]3[CH2:19][CH2:20][NH:21][CH2:22][CH2:23]3)[cH:17]2)[CH2:2][CH2:3][CH2:4][CH:5]2[CH2:6][CH2:7][CH2:8][CH2:9][CH:10]12>>[N:1]1([C:11](=[O:12])[c:13]2[cH:14][s:15][c:16]([CH:18]3[CH2:19][CH2:20][N:21]([c:35]4[n:36][cH:37][cH:38][cH:39][n:40]4)[CH2:22][CH2:23]3)[cH:17]2)[CH2:2][CH2:3][CH2:4][CH:5]2[CH2:6][CH2:7][CH2:8][CH2:9][CH:10]12. Starting materials: CC(C(CCCCCCC)C)C=1C=C(C=C(O)C1)O (5-(1,2-dimethylnonyl)resorcinol), C(C)(=O)C1C(CC(CC1)C)=O (2-acetyl-5-methylcyclohexanone). Product: CC(C(CCCCCCC)C)C=1C=C(C=2C(C=3CCC(CC3OC2C1)C)C)O (3-(1,2-dimethylnonyl)-5,6,7,8-tetrahydro-1-hydroxy-6,9-dimethylxanthene). RXN SMILES: [CH3:1][CH:2]([C:12]1[CH:13]=[C:14]([OH:19])[CH:15]=[C:16]([CH:18]=1)[OH:17])[CH:3]([CH3:11])[CH2:4][CH2:5][CH2:6][CH2:7][CH2:8][CH2:9][CH3:10].[C:20]([CH:23]1[CH2:28][CH2:27][CH:26]([CH3:29])[CH2:25][C:24]1=O)(=O)[CH3:21]>>[CH3:1][CH:2]([C:12]1[CH:18]=[C:16]([OH:17])[C:15]2[CH:20]([CH3:21])[C:23]3[CH2:28][CH2:27][CH:26]([CH3:29])[CH2:25][C:24]=3[O:19][C:14]=2[CH:13]=1)[CH:3]([CH3:11])[CH2:4][CH2:5][CH2:6][CH2:7][CH2:8][CH2:9][CH3:10]. Procedure: Reaction of 5-(1,2-dimethylnonyl)resorcinol and 2-acetyl-5-methylcyclohexanone as described in Example 1 gives 3-(1,2-dimethylnonyl)-5,6,7,8-tetrahydro-1-hydroxy-6,9-dimethylxanthene. As a reaction SMILES: [CH3:34][CH2:35][OH:36].[Na+:32].[OH-:31].[OH2:33].[OH:1][CH:2]([CH2:3][CH2:4][CH2:5][N:6]([S:7](=[O:8])(=[O:9])[CH3:10])[CH2:11][CH2:12][CH2:13][CH2:14][CH2:15][CH2:16][C:17](=[O:18])[O:19][CH2:20][CH3:21])[CH2:22][O:23][c:24]1[cH:25][cH:26][c:27]([F:30])[cH:28][cH:29]1>>[OH:1][CH:2]([CH2:3][CH2:4][CH2:5][N:6]([S:7](=[O:8])(=[O:9])[CH3:10])[CH2:11][CH2:12][CH2:13][CH2:14][CH2:15][CH2:16][C:17](=[O:18])[OH:19])[CH2:22][O:23][c:24]1[cH:25][cH:26][c:27]([F:30])[cH:28][cH:29]1. Reactants: CCO, [Na+], [OH-], O, CCOC(=O)CCCCCCN(CCCC(O)COc1ccc(F)cc1)S(C)(=O)=O. Yields the product CS(=O)(=O)N(CCCCCCC(=O)O)CCCC(O)COc1ccc(F)cc1. Starting materials: F[B-](F)(F)F, O=C([O-])O, CCOC(=O)c1cc2cc(C(=O)O)ccc2[nH]1, CN(C)C=O, CC(C)N1CCNCC1, CCN(C(C)C)C(C)C, [Na+], CN(C)C(On1nnc2ccccc21)=[N+](C)C. The product is CCOC(=O)c1cc2cc(C(=O)N3CCN(C(C)C)CC3)ccc2[nH]1. RXN SMILES: [B-:18]([F:19])([F:20])([F:21])[F:22].[C:58](=[O:59])([OH:60])[O-:61].[CH3:1][CH2:2][O:3][C:4](=[O:5])[c:6]1[nH:7][c:8]2[cH:9][cH:10][c:11]([C:15](=[O:16])[OH:17])[cH:12][c:13]2[cH:14]1.[CH3:63][N:64]([CH3:65])[CH:66]=[O:67].[CH:40]([CH3:41])([CH3:42])[N:43]1[CH2:44][CH2:45][NH:46][CH2:47][CH2:48]1.[CH:49]([N:50]([CH2:51][CH3:52])[CH:53]([CH3:54])[CH3:55])([CH3:56])[CH3:57].[Na+:62].[n:23]1([O:24][C:25]([N:26]([CH3:27])[CH3:28])=[N+:29]([CH3:30])[CH3:31])[c:32]2[cH:33][cH:34][cH:35][cH:36][c:37]2[n:38][n:39]1>>[CH3:1][CH2:2][O:3][C:4](=[O:5])[c:6]1[nH:7][c:8]2[cH:9][cH:10][c:11]([C:15](=[O:17])[N:46]3[CH2:45][CH2:44][N:43]([CH:40]([CH3:41])[CH3:42])[CH2:48][CH2:47]3)[cH:12][c:13]2[cH:14]1. Starting materials: solid, C(C)(C)(C)OC(=O)N1C[C@@H]2[C@@H](N(C=3C(=CC(=CC23)Br)C(F)(F)F)C)CC1 ((4aS,9bR)-8-bromo-5-methyl-6-trifluoromethyl-1,3,4,4a,5,9b-hexahydro-pyrido[4,3-b]indole-2-carboxylic acid tert-butyl ester), COC1=C(N)C=CC=C1 (2-methoxyaniline). The product is O(C)C1=C(C=CC=C1)NC1=CC=2[C@H]3[C@@H](N(C2C(=C1)C(F)(F)F)C)CCNC3 ((4aS,9bR)-(2-methoxylphenyl)-(5-methyl-6-trifluoromethyl-2,3,4,4a,5,9b-hexahydro-1H-pyrido[4,3-b]indol-8-yl)-amine). Reaction SMILES: C(OC([N:8]1[CH2:26][CH2:25][C@@H:11]2[N:12]([CH3:24])[C:13]3[C:14]([C:20]([F:23])([F:22])[F:21])=[CH:15][C:16](Br)=[CH:17][C:18]=3[C@@H:10]2[CH2:9]1)=O)(C)(C)C.[CH3:27][O:28][C:29]1[CH:35]=[CH:34][CH:33]=[CH:32][C:30]=1[NH2:31]>>[O:28]([C:29]1[CH:35]=[CH:34][CH:33]=[CH:32][C:30]=1[NH:31][C:16]1[CH:15]=[C:14]([C:20]([F:22])([F:23])[F:21])[C:13]2[N:12]([CH3:24])[C@H:11]3[CH2:25][CH2:26][NH:8][CH2:9][C@H:10]3[C:18]=2[CH:17]=1)[CH3:27]. Reported procedure: The title compound was prepared by following the general coupling procedure as a yellow solid (22 mg, 61%) from (4aS,9bR)-8-bromo-5-methyl-6-trifluoromethyl-1,3,4,4a,5,9b-hexahydro-pyrido[4,3-b]indole-2-carboxylic acid tert-butyl ester (Example 45, 41 mg, 0.095 mmol) and 2-methoxyaniline (37 mg, 0.30 mmol). 1H NMR (CDCl3, 300 MHz) δ (ppm) 1.82–2.00 (m, 2H), 2.58–2.80 (m, 3H), 2.80–3.00 (m, 5H), 3.07 (dd, J=12.9, 5.9 Hz, 1H), 3.15–3.25 (m, 1H), 3.45–3.55 (m, 1H), 3.91 (s, 3H), 5.97 (s, 1H), 6.75–...